Dataset: the Open Reaction Database (ORD), a public repository of structured organic reaction records. Task: describe an organic reaction: reactants, conditions, products, and yield Starting materials: C(C)(C)(C)OC(C1=CC=C(C=C1)NC1CCN(CC1)C1=NC=CC=N1)=O (4-(1-Pyrimidin-2-ylpiperidin-4-ylamino)benzoic acid tert-butyl ester). Run in Cl (HCl). Reaction conditions: temperature 25 celsius, time 12 hour. Yields the product N1=C(N=CC=C1)N1CCC(CC1)NC1=CC=C(C(=O)O)C=C1 (4-(1-Pyrimidin-2-ylpiperidin-4-ylamino)benzoic acid). The yield is 120.7%. As a reaction SMILES: C([O:5][C:6](=[O:26])[C:7]1[CH:12]=[CH:11][C:10]([NH:13][CH:14]2[CH2:19][CH2:18][N:17]([C:20]3[N:25]=[CH:24][CH:23]=[CH:22][N:21]=3)[CH2:16][CH2:15]2)=[CH:9][CH:8]=1)(C)(C)C>Cl>[N:21]1[CH:22]=[CH:23][CH:24]=[N:25][C:20]=1[N:17]1[CH2:16][CH2:15][CH:14]([NH:13][C:10]2[CH:11]=[CH:12][C:7]([C:6]([OH:26])=[O:5])=[CH:8][CH:9]=2)[CH2:19][CH2:18]1. Procedure: A solution of (11) (0.009 g, 0.025 mmol) in HCl (5 mL, 4M in 1,4-dioxane) was capped with a drying tube and stirred at 25° C. for 12 h. The reaction mixture was evaporated to a pale yellow oily residue (0.009 g, quantitative yield); 1H NMR (DMSO) δ 8.42 (d, 2H, J=4.8), 7.67 (d, 2H, J=8.7), 6.70 (t, 1H, J=4.8), 6.67 (d, 2H, J=9.3), 4.54 (d, 2H, J=13.2), 3.72 (m, 1H), 3.20 (t, 2H, J=11.1), 1.98 (d, 2H, J=10.7), 1.34 (m, 2H); 13C NMR (CDCl3) δ 167.4, 158.9, 157.7, 151.0, 131.2, 117.4, 111.7, 109.7,... Starting materials: CC(C)(C)c1nc2cc(S(=O)(=O)Cl)ccc2n1CC1CCOCC1, CN(C)c1ccncc1, CC#N, NC1CCCCC1. Product: CC(C)(C)c1nc2cc(S(=O)(=O)NC3CCCCC3)ccc2n1CC1CCOCC1. As a reaction SMILES: [C:1]([CH3:2])([CH3:3])([CH3:4])[c:5]1[n:6][c:7]2[c:8]([n:9]1[CH2:10][CH:11]1[CH2:12][CH2:13][O:14][CH2:15][CH2:16]1)[cH:17][cH:18][c:19]([S:21](=[O:22])(=[O:23])[Cl:24])[cH:20]2.[CH3:32][N:33]([c:34]1[cH:35][cH:36][n:37][cH:38][cH:39]1)[CH3:40].[CH3:41][C:42]#[N:43].[NH2:25][CH:26]1[CH2:27][CH2:28][CH2:29][CH2:30][CH2:31]1>>[C:1]([CH3:2])([CH3:3])([CH3:4])[c:5]1[n:6][c:7]2[c:8]([n:9]1[CH2:10][CH:11]1[CH2:12][CH2:13][O:14][CH2:15][CH2:16]1)[cH:17][cH:18][c:19]([S:21](=[O:22])(=[O:23])[NH:25][CH:26]1[CH2:27][CH2:28][CH2:29][CH2:30][CH2:31]1)[cH:20]2. Reactants: C(CCC)N1N=C(C(=C1NC(C1=C(C=CC=C1)F)=O)C#N)C (N-(2-Butyl-4-cyano-5-methyl-2H-pyrazol-3-yl)-2-fluoro-benzamide), OO (hydrogen peroxide), OO (hydrogen peroxide), C(C)O (ethanol), Cl (hydrochloric acid). The solvent is [OH-].[Na+] (sodium hydroxide). The product is C(CCC)N1N=C(C2=C1N=C(NC2=O)C2=C(C=CC=C2)F)C (1-Butyl-6-(2-fluoro-phenyl)-3-methyl-1,5-dihydro-pyrazolo[3,4-d]pyrimidin-4-one). The yield is 32.0%. Reaction SMILES: [CH2:1]([N:5]1[C:9]([NH:10][C:11](=O)[C:12]2[CH:17]=[CH:16][CH:15]=[CH:14][C:13]=2[F:18])=[C:8]([C:20]#[N:21])[C:7]([CH3:22])=[N:6]1)[CH2:2][CH2:3][CH3:4].OO.C([OH:27])C.Cl>[OH-].[Na+]>[CH2:1]([N:5]1[C:9]2[N:10]=[C:11]([C:12]3[CH:17]=[CH:16][CH:15]=[CH:14][C:13]=3[F:18])[NH:21][C:20](=[O:27])[C:8]=2[C:7]([CH3:22])=[N:6]1)[CH2:2][CH2:3][CH3:4] |f:4.5|. Reported procedure: N-(2-Butyl-4-cyano-5-methyl-2H-pyrazol-3-yl)-2-fluoro-benzamide (4.0 g, 13.3 mmole) was suspended in 26 ml 1M sodium hydroxide, and 30% hydrogen peroxide (10 ml) and ethanol (5 ml) were added. The reaction mixture was heated to reflux for 4 hours, then more 30% hydrogen peroxide (10 ml) was added and heated to reflux overnight. The reaction mixture was cooled and acidified with diluted hydrochloric acid to pH 6.0. The product was collected by filtration and dried under vacuum to obtain 1.29 g of... The reactants are C(C)OCCC(N(CP(=O)(SCC=C)SCC=C)C(=O)OCC1=CC=CC=C1)C(=O)O (Ethoxyethyl N-carbobenzoxy-N-[bis(allylthio)phosphinylmethyl]glycine), Br (hydrogen bromide), CCOCC (Ether). Run in C(C)(=O)O (acetic acid). Yields the product C(C)OCCN(CC(=O)O)CP(=O)(SCC=C)SCC=C (ethoxyethyl N-[bis(allylthio)phosphinylmethyl]glycine). Reaction SMILES: C(OCC[CH:6]([C:29]([OH:31])=[O:30])[N:7]([C:19](OCC1C=CC=CC=1)=O)[CH2:8][P:9]([S:15][CH2:16][CH:17]=[CH2:18])([S:11][CH2:12][CH:13]=[CH2:14])=[O:10])C.Br.[CH3:33][CH2:34][O:35][CH2:36]C>C(O)(=O)C>[CH2:34]([O:35][CH2:36][CH2:19][N:7]([CH2:8][P:9]([S:11][CH2:12][CH:13]=[CH2:14])([S:15][CH2:16][CH:17]=[CH2:18])=[O:10])[CH2:6][C:29]([OH:31])=[O:30])[CH3:33]. Procedure details: Ethoxyethyl N-carbobenzoxy-N-[bis(allylthio)phosphinylmethyl]glycine (4.8 g., 0.01 mole) was reacted with 32% hydrogen bromide (15 ml) in glacial acetic acid at 0° C. Ether was added and the oily precipitate was isolated by decanting the ether layer. The oil was washed with ether twice, then suspended in benzene and treated with propylene oxide. Concentration of the solution in vacuo yielded ethoxyethyl N-[bis(allylthio)phosphinylmethyl]glycine as an oil, ND22 =1.5163.